The task is: describe an organic reaction: reactants, conditions, products, and yield. This data is from the Open Reaction Database (ORD), a public repository of structured organic reaction records. Reactants: Ca2+, Na+, C([C@@H]1[C@H]([C@@H]([C@H]([C@H](O1)O[C@]2([C@H]([C@@H]([C@H](O2)CO)O)O)CO)O)O)O)O (sucrose), N-tris methyl-2-aminoethane sulfonic acid, K+, O=C[C@H](O)[C@@H](O)[C@H](O)[C@H](O)CO (D-glucose), HCO3−, Mg2+, SO4−. Reaction conditions: time 17.5 minute. Product: O=C1C(O)=C(O)[C@H](O1)[C@@H](O)CO (Ascorbic acid). Reaction SMILES: C(O)[C@H]1O[C@H](O[C@]2(CO)O[C@H](CO)[C@@H](O)[C@@H]2O)[C@H](O)[C@@H](O)[C@@H]1O.[O:24]=[CH:25][C@@H:26]([C@H:28]([C@@H:30]([C@@H:32]([CH2:34][OH:35])[OH:33])[OH:31])[OH:29])[OH:27]>>[O:24]=[C:25]1[O:31][C@H:30]([C@H:32]([CH2:34][OH:35])[OH:33])[C:28]([OH:29])=[C:26]1[OH:27]. Procedure details: Isolation and Culture of Growth Plate Chondrocytes: Six-to eight-week old broiler chickens were obtained commercially, sacrificed by cervical displacement, and the tibiae harvested. Epiphyseal growth plate chondrocytes were obtained from the tibiae as described (Ali et al., 1970, Proc. Natl. Acad. Sci. USA 67: 1513-1520). Briefly, cartilage slices were digested in 1% trypsin solution prepared in synthetic cartilage lymph (SCL). SCL contains 2 mM Ca2+ and 1.42 mM Pi, in addition to 104.5 mM Na+, ...